This data is from the Open Reaction Database (ORD), a public repository of structured organic reaction records. The task is: describe an organic reaction: reactants, conditions, products, and yield Solvent: CC(=O)O (AcOH), CCO (EtOH). Run at temperature 60 celsius, time 3 hour. Reported procedure: Freshly prepared sodium ethoxide (1 M solution in EtOH, 3.00 mL, 3.00 mmol) was added to a mixture of (4aR,12bR)-12b-ethyl-9-(4-fluorophenyl)-1,4,4a,5,6,7,9,12b-octahydrobenzo[6,7]cyclohepta[1,2-f]indazol-3 (2H)-one; compound with (4aS,12bS)-12b-ethyl-9-(4-fluorophenyl)-1,4,4a,5,6,7,9,12b-octahydrobenzo[6,7]cyclohepta[1,2-f]indazol-3 (2H)-one (4aR,12bR)-12b-ethyl-9-(4-fluorophenyl)-1,4,4a,5,6,7,9,12b-octahydrobenzo[6,7]cyclohepta[1,2-f]indazol-3 (2H)-one (9, R1=4-Fluorophenyl, R2=Ethyl) (0.750 g... Reactants: C(C1=CC=CC=C1)=O (Benzaldehyde), [O-]CC.[Na+] (sodium ethoxide), [O-]CC.[Na+] (sodium ethoxide), C(C)[C@]12[C@H](CCCC=3C=C4N(N=CC4=CC31)C3=CC=C(C=C3)F)CC(CC2)=O.C(C)[C@@]23[C@@H](CCCC=1C=C4N(N=CC4=CC12)C1=CC=C(C=C1)F)CC(CC3)=O ((4aS,12bR)-12b-ethyl-9-(4-fluoro-phenyl)-1,2,4a,5,6,7,9,12b-octahydro-4H-9,10-diaza-benzo[3,4]cyclohepta[1,2-f]inden-3-one; compound with (4aR,12bS)-12b-ethyl-9-(4-fluoro-phenyl)-1,2,4a,5,6,7,9,12b-octahydro-4H-9,10-diaza-benzo[3,4]cyclohepta[1,2-f]inden-3-one), C1CCOC1 (THF). The yield is 59.0%. Product: C(/C1=CC=CC=C1)=C\1/C[C@]2([C@@H](CCCC=3C2=CC=2C=NN(C2C3)C3=CC=C(C=C3)F)CC1=O)CC.C(/C1=CC=CC=C1)=C\1/C[C@@]3([C@H](CCCC=2C3=CC=3C=NN(C3C2)C2=CC=C(C=C2)F)CC1=O)CC ((4aR,12bR,E)-2-benzylidene-12b-ethyl-9-(4-fluorophenyl)-1,4,4a,5,6,7,9,12b-octahydrobenzo[6,7]cyclohepta[1,2-f]indazol-3(2H)-one; compound with (4aS,12bS,E)-2-benzylidene-12b-ethyl-9-(4-fluorophenyl)-1,4,4a,5,6,7,9,12b-octahydrobenzo[6,7]cyclohepta[1,2-f]indazol-3(2H)-one). As a reaction SMILES: [O-]CC.[Na+].[CH2:5]([C@:7]12[CH2:31][CH2:30][C:29](=[O:32])[CH2:28][C@H:8]1[CH2:9][CH2:10][CH2:11][C:12]1[CH:13]=[C:14]3[C:18](=[CH:19][C:20]=12)[CH:17]=[N:16][N:15]3[C:21]1[CH:26]=[CH:25][C:24]([F:27])=[CH:23][CH:22]=1)[CH3:6].[CH2:33]([C@@:35]12[CH2:59][CH2:58][C:57](=[O:60])[CH2:56][C@@H:36]1[CH2:37][CH2:38][CH2:39][C:40]1[CH:41]=[C:42]3[C:46](=[CH:47][C:48]=12)[CH:45]=[N:44][N:43]3[C:49]1[CH:54]=[CH:53][C:52]([F:55])=[CH:51][CH:50]=1)[CH3:34].C1COCC1.[CH:66](=O)[C:67]1[CH:72]=[CH:71][CH:70]=[CH:69][CH:68]=1>CC(O)=O.CCO>[CH:33](=[C:30]1/[CH2:31][C@:7]2([CH2:5][CH3:6])[C:20]3=[CH:19][C:18]4[CH:17]=[N:16][N:15]([C:21]5[CH:22]=[CH:23][C:24]([F:27])=[CH:25][CH:26]=5)[C:14]=4[CH:13]=[C:12]3[CH2:11][CH2:10][CH2:9][C@H:8]2[CH2:28][C:29]/1=[O:32])/[C:35]1[CH:59]=[CH:58][CH:57]=[CH:56][CH:36]=1.[CH:66](=[C:58]1/[CH2:59][C@@:35]2([CH2:33][CH3:34])[C:48]3=[CH:47][C:46]4[CH:45]=[N:44][N:43]([C:49]5[CH:50]=[CH:51][C:52]([F:55])=[CH:53][CH:54]=5)[C:42]=4[CH:41]=[C:40]3[CH2:39][CH2:38][CH2:37][C@@H:36]2[CH2:56][C:57]/1=[O:60])/[C:67]1[CH:72]=[CH:71][CH:70]=[CH:69][CH:68]=1 |f:0.1,2.3,8.9|. Reactants: O=C(Cl)CCCCCl, Cc1nn(C)c(N)c1C#N, c1ccncc1. Product: Cc1nn(C)c(NC(=O)CCCCCl)c1C#N. As a reaction SMILES: [Cl:11][CH2:12][CH2:13][CH2:14][CH2:15][C:16](=[O:17])[Cl:18].[NH2:1][c:2]1[c:3]([C:9]#[N:10])[c:4]([CH3:8])[n:5][n:6]1[CH3:7].[cH:19]1[cH:20][cH:21][n:22][cH:23][cH:24]1>>[NH:1]([c:2]1[c:3]([C:9]#[N:10])[c:4]([CH3:8])[n:5][n:6]1[CH3:7])[C:16]([CH2:15][CH2:14][CH2:13][CH2:12][Cl:11])=[O:17]. The reactants are CC(C)(C)OC(=O)NC(C#N)c1ccccc1, CC(c1ccccc1)N1CC(N)C2(CCC2)C1, C1CCOC1. Product: CC(c1ccccc1)N1CC(C(=O)OC(C)(C)C)C2(CCC2)C1. As a reaction SMILES: [C:18]([CH3:19])([CH3:20])([CH3:21])[O:22][C:23](=[O:24])[NH:25][CH:26]([c:27]1[cH:28][cH:29][cH:30][cH:31][cH:32]1)[C:33]#[N:34].[NH2:1][CH:2]1[CH2:3][N:4]([CH:10]([CH3:11])[c:12]2[cH:13][cH:14][cH:15][cH:16][cH:17]2)[CH2:5][C:6]12[CH2:7][CH2:8][CH2:9]2.[O:35]1[CH2:36][CH2:37][CH2:38][CH2:39]1>>[CH:2]1([C:23]([O:22][C:18]([CH3:19])([CH3:20])[CH3:21])=[O:24])[CH2:3][N:4]([CH:10]([CH3:11])[c:12]2[cH:13][cH:14][cH:15][cH:16][cH:17]2)[CH2:5][C:6]12[CH2:7][CH2:8][CH2:9]2. Reactants: [Li]CCCC, CN(C)C=O, CCCCCC, CCOCC, [Cl-], Fc1ccc(Br)c(F)c1, [NH4+], O. Product: O=Cc1ccc(F)cc1F. RXN SMILES: [CH2:10]([Li:11])[CH2:12][CH2:13][CH3:14].[CH3:15][N:16]([CH:17]=[O:18])[CH3:19].[CH3:22][CH2:23][CH2:24][CH2:25][CH2:26][CH3:27].[CH3:28][CH2:29][O:30][CH2:31][CH3:32].[Cl-:20].[F:1][c:2]1[c:3]([Br:9])[cH:4][cH:5][c:6]([F:8])[cH:7]1.[NH4+:21].[OH2:33]>>[F:1][c:2]1[c:3]([CH:17]=[O:18])[cH:4][cH:5][c:6]([F:8])[cH:7]1. Reactants: C=C1C2CC3CC(C2)CC1C3, C=C(C)C(=O)O, Cc1ccccc1, [Na+], [OH-], O, Cc1ccc(S(=O)(=O)O)cc1. Product: C=C(C)C(=O)OC1(C)C2CC3CC(C2)CC1C3. As a reaction SMILES: [CH2:19]=[C:20]1[CH:21]2[CH2:22][CH:23]3[CH2:24][CH:25]([CH2:26][CH:27]1[CH2:28]3)[CH2:29]2.[CH3:1][C:2](=[CH2:3])[C:4]([OH:5])=[O:6].[CH3:32][c:33]1[cH:34][cH:35][cH:36][cH:37][cH:38]1.[Na+:31].[OH-:30].[OH2:7].[c:8]1([CH3:9])[cH:10][cH:11][c:12]([S:13]([OH:14])(=[O:15])=[O:16])[cH:17][cH:18]1>>[CH3:1][C:2](=[CH2:3])[C:4]([O:5][C:20]1([CH3:19])[CH:21]2[CH2:22][CH:23]3[CH2:24][CH:25]([CH2:26][CH:27]1[CH2:28]3)[CH2:29]2)=[O:6]. Starting materials: CC=1C(=NC=C(C1)C)C=O (3,5-dimethyl-pyridine-2-carboxaldehyde), C(#N)[BH3-].[Na+] (sodium cyanoborohydride), C(C)(=O)O (acetic acid), C(CC)N(CCC)CC1=CC=C(C=C1)NC(C1=CC=C(C=C1)CNCC=1N(C=CN1)C)=O (N-(4-dipropylaminomethyl-phenyl)-4-{[(1-methyl-1H-imidazol-2-ylmethyl)amino]methyl}-benzamide). The solvent is CO (methanol). Product: CC=1C(=NC=C(C1)C)CN(CC=1N(C=CN1)C)CC1=CC=C(C(=O)NC2=CC=C(C=C2)CN(CCC)CCC)C=C1 (4-{[(3,5-dimethyl-pyridin-2-ylmethyl)-(1-methyl-1H-imidazol-2-ylmethyl)-amino]-methyl}-N-(4-dipropylaminomethyl-phenyl)-benzamide). The yield is 88.1%. RXN SMILES: [CH2:1]([N:4]([CH2:8][C:9]1[CH:14]=[CH:13][C:12]([NH:15][C:16](=[O:32])[C:17]2[CH:22]=[CH:21][C:20]([CH2:23][NH:24][CH2:25][C:26]3[N:27]([CH3:31])[CH:28]=[CH:29][N:30]=3)=[CH:19][CH:18]=2)=[CH:11][CH:10]=1)[CH2:5][CH2:6][CH3:7])[CH2:2][CH3:3].C([BH3-])#N.[Na+].C(O)(=O)C.[CH3:41][C:42]1[C:43]([CH:49]=O)=[N:44][CH:45]=[C:46]([CH3:48])[CH:47]=1>CO>[CH3:41][C:42]1[C:43]([CH2:49][N:24]([CH2:23][C:20]2[CH:21]=[CH:22][C:17]([C:16]([NH:15][C:12]3[CH:11]=[CH:10][C:9]([CH2:8][N:4]([CH2:5][CH2:6][CH3:7])[CH2:1][CH2:2][CH3:3])=[CH:14][CH:13]=3)=[O:32])=[CH:18][CH:19]=2)[CH2:25][C:26]2[N:27]([CH3:31])[CH:28]=[CH:29][N:30]=2)=[N:44][CH:45]=[C:46]([CH3:48])[CH:47]=1 |f:1.2|. Procedure: The compound (155 mg) obtained in Example 15-5 was dissolved in anhydrous methanol (3.0 ml) and added with sodium cyanoborohydride (33.7 mg), acetic acid (0.50 ml), and the compound (58.0 mg) obtained in Example 15-6, and the whole was stirred at room temperature for 2 days under a nitrogen atmosphere. After completion of the reaction, the solvent was distilled off. The resultant was dissolved in chloroform and added with a 1 mol/l sodium hydroxide aqueous solution, followed by stirring for a wh...